From a dataset of the Open Reaction Database (ORD), a public repository of structured organic reaction records. describe an organic reaction: reactants, conditions, products, and yield As a reaction SMILES: [H-].[Na+].Cl[C:4]1[CH:9]=[C:8]([O:10][CH3:11])[N:7]=[C:6]([S:12][CH3:13])[N:5]=1.[C:14]([O:19][CH3:20])(=[O:18])[CH:15]([CH3:17])[OH:16].CN(C)C=O>O>[CH3:11][O:10][C:8]1[N:7]=[C:6]([S:12][CH3:13])[N:5]=[C:4]([O:16][CH:15]([C:14]([O:19][CH3:20])=[O:18])[CH3:17])[CH:9]=1 |f:0.1|. The solvent is O (water). Procedure: 0.4 g of sodium hydride was added to a mixture of 1.59 g of 4-chloro-6-methoxy-2-methylthiopyrimidine, 1.13 g of methyl lactate and 10 ml of N,N-dimethylformamide at 0° C. The mixture was stirred at room temperature for 5 hours, then, the reaction solution was poured into water, and extracted with ethyl acetate. The organic layer was washed with saturated saline, dried over anhydrous magnesium sulfate, and concentrated. The residue was subjected to silica gel column chromatography to obtain 1.5 ... The product is COC1=CC(=NC(=N1)SC)OC(C)C(=O)OC (6-methoxy-4-{1-(methoxycarbonyl)ethoxy}-2-methylthiopyrimidine). Reactants: [H-].[Na+] (sodium hydride), ClC1=NC(=NC(=C1)OC)SC (4-chloro-6-methoxy-2-methylthiopyrimidine), C(C(O)C)(=O)OC (methyl lactate), CN(C=O)C (N,N-dimethylformamide). Reaction conditions: time 5 hour. Isolated yield 69.6%. Starting materials: P(=O)([O-])([O-])[O-] (phosphate), C(CC(C)C)OC(=O)C1=CC=C(O)C=C1 (isoamyl paraben), solution, C(CCCCCCCCCCCCCCCCCCC)(=O)O (arachidic acid), Cl (hydrochloric acid). The solvent is O (water), [Cl-].[Ca+2].[Cl-] (calcium chloride), C(CC(=O)N[C@@H](CS)C(=O)NCC(=O)O)[C@@H](C(=O)O)N (GSH), ATP, C(C)(=O)OCC (ethyl acetate), CS(=O)C (dimethylsulfoxide). Run at temperature 25 celsius, time 5 minute. Yields the product 1, P(=O)([O-])([O-])[O-] (phosphate), CCCCCC=CCC=CCC=CC=CC(CCCC(=O)O)O (5-HETE). As a reaction SMILES: [P:1]([O-:5])([O-:4])([O-:3])=[O:2].[C:6]([OH:27])(=[O:26])[CH2:7][CH2:8][CH2:9][CH2:10][CH2:11][CH2:12][CH2:13][CH2:14][CH2:15][CH2:16][CH2:17][CH2:18][CH2:19][CH2:20][CH2:21][CH2:22][CH2:23][CH2:24][CH3:25].Cl.C([O:34]C(C1C=CC(O)=CC=1)=O)CC(C)C>CS(C)=O.O.[Cl-].[Ca+2].[Cl-].C([C@H](N)C(O)=O)CC(N[C@H](C(NCC(O)=O)=O)CS)=O.C(OCC)(=O)C>[P:1]([O-:5])([O-:4])([O-:3])=[O:2].[CH3:25][CH2:24][CH2:23][CH2:22][CH2:21][CH:20]=[CH:19][CH2:18][CH:17]=[CH:16][CH2:15][CH:14]=[CH:13][CH:12]=[CH:11][CH:10]([OH:34])[CH2:9][CH2:8][CH2:7][C:6]([OH:27])=[O:26] |f:6.7.8|. Procedure: Into 5 μl of a solution of the test compound in dimethylsulfoxide, 750 μl of a 1/15M phosphate buffer (pH 7.4) which was prepared by dissolving a wrapper of phosphate buffer powder (Yatron) in 10 ml of water, 40 μl of a 30 mM aqueous calcium chloride solution, 50 μl of a 20 mM aqueous GSH (glutathione, reduced form) solution, 50 μl of a 40 mM aqueous ATP (adenosine-5-triphosphate) solution and 100 μl of guinea pig polymorphonuclear leukocyte enzyme were added, followed by stirring at 25° C. for ... Reactants: C(#N)C1=CC=C(C=C1)N1OC(N(C1=S)CO)=S (2-(4-Cyanophenyl)-4-hydroxymethyl-1,2,4-oxadiazolidin-3,5-dithione), S(=O)(Cl)Cl (thionyl chloride). Solvent: C(Cl)(Cl)Cl (chloroform), C1(=CC=CC=C1)C (toluene), C(Cl)(Cl)Cl (chloroform), C1(=CC=CC=C1)C (toluene). Yields the product C(#N)C1=CC=C(C=C1)N1OC(N(C1=S)CCl)=S (2-(4-cyanophenyl)-4-chloromethyl-1,2,4-oxadiazolidin-3,5-dithione). Reaction SMILES: [C:1]([C:3]1[CH:8]=[CH:7][C:6]([N:9]2[C:13](=[S:14])[N:12]([CH2:15]O)[C:11](=[S:17])[O:10]2)=[CH:5][CH:4]=1)#[N:2].S(Cl)([Cl:20])=O>C(Cl)(Cl)Cl.C1(C)C=CC=CC=1>[C:1]([C:3]1[CH:8]=[CH:7][C:6]([N:9]2[C:13](=[S:14])[N:12]([CH2:15][Cl:20])[C:11](=[S:17])[O:10]2)=[CH:5][CH:4]=1)#[N:2]. Procedure: 2-(4-Cyanophenyl)-4-hydroxymethyl-1,2,4-oxadiazolidin-3,5-dithione (0.03 mole) dissolved in chloroform (40 ml) and thionyl chloride (0.06 mole) dissolved in chloroform (10 ml) are charged into a glass reaction vessel equipped with a mechanical stirrer, thermometer and reflux condenser. The reaction mixture is heated at reflux for a period of about 2 hours. After this time the reaction mixture is stripped of solvent under reduced pressure, leaving a residue. This residue is dissolved in toluene, ... The reactants are CC1=C(OC2=C(C1=O)C=CC=C2C(=O)Cl)C2=CC=CC=C2 (3-methyl-4-oxo-2-phenyl-4H-1-benzopyran-8-carbonyl chloride), Cl (hydrochloric acid), [OH-].[Na+] (sodium hydroxide), solution, [BH4-].[Na+] (sodium borohydride). Solvent: CN(C=O)C (dimethylformamide), O (water), CN(C=O)C (dimethyl formamide). Conditions: time 2.5 hour. Yields the product OCC1=CC=CC=2C(C(=C(OC21)C2=CC=CC=C2)C)=O (8-Hydroxymethyl-3-methyl-4-oxo-2-phenyl-4H-1-benzopyran). Yield: 56.1%. RXN SMILES: [BH4-].[Na+].[CH3:3][C:4]1[C:9](=[O:10])[C:8]2[CH:11]=[CH:12][CH:13]=[C:14]([C:15](Cl)=[O:16])[C:7]=2[O:6][C:5]=1[C:18]1[CH:23]=[CH:22][CH:21]=[CH:20][CH:19]=1.Cl.[OH-].[Na+]>CN(C)C=O.O>[OH:16][CH2:15][C:14]1[C:7]2[O:6][C:5]([C:18]3[CH:19]=[CH:20][CH:21]=[CH:22][CH:23]=3)=[C:4]([CH3:3])[C:9](=[O:10])[C:8]=2[CH:11]=[CH:12][CH:13]=1 |f:0.1,4.5|. Reported procedure: 467 ml of a 1.48N solution of sodium borohydride in anhydrous dimethyl formamide was added over a period of 30 minutes, under stirring at ambient temperature, to a solution of 100 g of 3-methyl-4-oxo-2-phenyl-4H-1-benzopyran-8-carbonyl chloride (prepared as described in Da Re, supra) in 1 liter of anhydrous dimethylformamide. The reaction mixture was stirred for 2.5 hours at ambient temperature. 88 ml of 2N aqueous hydrochloric acid solution was added while maintaining the temperature at 0°-5° C... Starting materials: C1CCOC1, C=CCC(C(=O)OC)N(C)C(=O)CCCCC, [Li+], [OH-], O. Product: C=CCC(C(=O)O)N(C)C(=O)CCCCC. Reaction SMILES: [CH2:21]1[O:22][CH2:23][CH2:24][CH2:25]1.[CH3:4][N:5]([C:6]([CH2:7][CH2:8][CH2:9][CH2:10][CH3:11])=[O:12])[CH:13]([C:14](=[O:15])[O:16][CH3:17])[CH2:18][CH:19]=[CH2:20].[Li+:2].[OH-:1].[OH2:3]>>[CH3:4][N:5]([C:6]([CH2:7][CH2:8][CH2:9][CH2:10][CH3:11])=[O:12])[CH:13]([C:14](=[O:15])[OH:16])[CH2:18][CH:19]=[CH2:20]. Starting materials: O=C([O-])[O-], C=CCBr, Cc1ccccc1, Cn1nc(Cl)c(C(=O)NO)c1Cl, Cl, [K+], [K+], O. Product: C=CCONC(=O)c1c(Cl)nn(C)c1Cl. Reaction SMILES: [C:1](=[O:2])([O-:3])[O-:4].[CH2:19]([CH:20]=[CH2:21])[Br:22].[CH3:25][c:26]1[cH:27][cH:28][cH:29][cH:30][cH:31]1.[Cl:7][c:8]1[n:9][n:10]([CH3:18])[c:11]([Cl:17])[c:12]1[C:13](=[O:14])[NH:15][OH:16].[ClH:23].[K+:5].[K+:6].[OH2:24]>>[Cl:7][c:8]1[n:9][n:10]([CH3:18])[c:11]([Cl:17])[c:12]1[C:13](=[O:14])[NH:15][O:16][CH2:21][CH:20]=[CH2:19].